The task is: describe an organic reaction: reactants, conditions, products, and yield. This data is from the Open Reaction Database (ORD), a public repository of structured organic reaction records. Reactants: CO, Cl, [K+], O=C1CN2CCC1CC2, [OH-], O, O=Cc1ccoc1. The product is O=C1C(=Cc2ccoc2)N2CCC1CC2. RXN SMILES: [CH3:20][OH:21].[ClH:1].[K+:12].[N:2]12[CH2:3][C:4](=[O:10])[CH:5]([CH2:6][CH2:7]1)[CH2:8][CH2:9]2.[OH-:11].[OH2:22].[o:13]1[cH:14][c:15]([CH:18]=[O:19])[cH:16][cH:17]1>>[N:2]12[C:3](=[CH:18][c:15]3[cH:14][o:13][cH:17][cH:16]3)[C:4](=[O:10])[CH:5]([CH2:6][CH2:7]1)[CH2:8][CH2:9]2. Product: C(C)(C)(C)OC(=O)C1=C(SC=2C(N(CCC21)CC2=CC=C(C=C2)OC)CNC2=NS(C1=C2C=CC=C1)(=O)=O)N (2-amino-7-((1,1-dioxo-1H-benzo[d]isothiazol-3-ylamino)methyl)-6-(4-methoxy-benzyl)-4,5,6,7-tetrahydro-thieno[2,3-c]pyridine-3-carboxylic acid tert-butyl ester). Run in ClCCl (dichloromethane), ClCCl (dichloromethane). Isolated yield 77.6%. Procedure: 3-Chloro-benzo[d]isothiazole-1,1-dioxide (160 mg, 0.79 mmol) and diisopropylethylamine (1501 μl, 0.86 mmol) were dissolved in dichloromethane (7 ml) at 0° C. 2-Amino-7-aminomethyl-6-(4-methoxy-benzyl)-4,5,6,7-tetrahydro-thieno[2,3-c]pyridine-3-carboxylic acid tert-butyl ester (284 mg, 0.70 mmol) was added and the mixture was stirred for 15 minutes at 0° C., diluted with dichloromethane, (10 ml) and washed with water (20 ml) and brine (20 ml). The organic phase was dried (MgSO4), filtered, and th... Run at temperature 0 celsius, time 15 minute. Starting materials: ClC1=NS(C2=C1C=CC=C2)(=O)=O (3-Chloro-benzo[d]isothiazole-1,1-dioxide), C(C)(C)N(CC)C(C)C (diisopropylethylamine), C(C)(C)(C)OC(=O)C1=C(SC=2C(N(CCC21)CC2=CC=C(C=C2)OC)CN)N (2-Amino-7-aminomethyl-6-(4-methoxy-benzyl)-4,5,6,7-tetrahydro-thieno[2,3-c]pyridine-3-carboxylic acid tert-butyl ester). Reaction SMILES: Cl[C:2]1[C:6]2[CH:7]=[CH:8][CH:9]=[CH:10][C:5]=2[S:4](=[O:12])(=[O:11])[N:3]=1.C(N(C(C)C)CC)(C)C.[C:22]([O:26][C:27]([C:29]1[C:37]2[CH2:36][CH2:35][N:34]([CH2:38][C:39]3[CH:44]=[CH:43][C:42]([O:45][CH3:46])=[CH:41][CH:40]=3)[CH:33]([CH2:47][NH2:48])[C:32]=2[S:31][C:30]=1[NH2:49])=[O:28])([CH3:25])([CH3:24])[CH3:23]>ClCCl>[C:22]([O:26][C:27]([C:29]1[C:37]2[CH2:36][CH2:35][N:34]([CH2:38][C:39]3[CH:40]=[CH:41][C:42]([O:45][CH3:46])=[CH:43][CH:44]=3)[CH:33]([CH2:47][NH:48][C:2]3[C:6]4[CH:7]=[CH:8][CH:9]=[CH:10][C:5]=4[S:4](=[O:12])(=[O:11])[N:3]=3)[C:32]=2[S:31][C:30]=1[NH2:49])=[O:28])([CH3:25])([CH3:23])[CH3:24].